From a dataset of the Open Reaction Database (ORD), a public repository of structured organic reaction records. describe an organic reaction: reactants, conditions, products, and yield Starting materials: C(C)(=O)NC1=C(C=C(C=C1)OC1=CC=CC=C1)[N+](=O)[O-] (1-acetamido-2-nitro-4-phenoxybenzene), [OH-].[Na+] (sodium hydroxide). Run in O (water), CO (methanol). The product is NC1=C(C=C(C=C1)OC1=CC=CC=C1)[N+](=O)[O-] (1-amino-2-nitro-4-phenoxybenzene). RXN SMILES: C([NH:4][C:5]1[CH:10]=[CH:9][C:8]([O:11][C:12]2[CH:17]=[CH:16][CH:15]=[CH:14][CH:13]=2)=[CH:7][C:6]=1[N+:18]([O-:20])=[O:19])(=O)C.[OH-].[Na+]>CO.O>[NH2:4][C:5]1[CH:10]=[CH:9][C:8]([O:11][C:12]2[CH:17]=[CH:16][CH:15]=[CH:14][CH:13]=2)=[CH:7][C:6]=1[N+:18]([O-:20])=[O:19] |f:1.2|. Procedure: 6.0 G. of 1-acetamido-2-nitro-4-phenoxybenzene and 20 ml. sodium hydroxide in methanol is warmed gently until homogeneous, diluted with water and ice, and the methanol evaporated to give 1-amino-2-nitro-4-phenoxybenzene. Starting materials: C1CCOC1, CC(C)=CCCC(C)CCBr, C[Mg]Cl, [Cl-], [Cl-], [Li+], [NH4+]. The product is CCCC(C)CCC=C(C)C. As a reaction SMILES: [CH2:19]1[O:20][CH2:21][CH2:22][CH2:23]1.[CH2:1]([CH2:2][CH:3]([CH3:4])[CH2:5][CH2:6][CH:7]=[C:8]([CH3:9])[CH3:10])[Br:11].[CH3:14][Mg:15][Cl:16].[Cl-:12].[Cl-:17].[Li+:13].[NH4+:18]>>[CH2:1]([CH2:2][CH:3]([CH3:4])[CH2:5][CH2:6][CH:7]=[C:8]([CH3:9])[CH3:10])[CH3:14]. The reactants are C(C)[C@@H]1C(N(C2=CC=C(C=C2N1C(C1=CC=C(C=C1)OC)=O)F)CC(F)(F)F)=O ((3R)-3-Ethyl-6-fluoro-4-(4-methoxybenzoyl)-1-(2,2,2-trifluoroethyl)-3,4-dihydroquinoxalin-2(1H)-one), C(C)[C@@H]1C(N(C2=CC(=CC=C2N1C(C1=CC=C(C=C1)O)=O)F)C)=O ((3R)-3-ethyl-7-fluoro-4-(4-hydroxybenzoyl)-1-methyl-3,4-dihydroquinoxalin-2(1H)-one). RXN SMILES: [CH2:1]([C@H:3]1[N:12]([C:13](=[O:22])[C:14]2[CH:19]=[CH:18][C:17]([O:20]C)=[CH:16][CH:15]=2)[C:11]2[C:6](=[CH:7][CH:8]=[C:9]([F:23])[CH:10]=2)[N:5]([CH2:24][C:25]([F:28])([F:27])[F:26])[C:4]1=[O:29])[CH3:2].C([C@H]1N(C(=O)C2C=CC(O)=CC=2)C2C(=CC(F)=CC=2)N(C)C1=O)C>>[CH2:1]([C@H:3]1[N:12]([C:13](=[O:22])[C:14]2[CH:15]=[CH:16][C:17]([OH:20])=[CH:18][CH:19]=2)[C:11]2[C:6](=[CH:7][CH:8]=[C:9]([F:23])[CH:10]=2)[N:5]([CH2:24][C:25]([F:27])([F:28])[F:26])[C:4]1=[O:29])[CH3:2]. Yield: 73.0%. Yields the product C(C)[C@@H]1C(N(C2=CC=C(C=C2N1C(C1=CC=C(C=C1)O)=O)F)CC(F)(F)F)=O ((3R)-3-ethyl-6-fluoro-4-(4-hydroxybenzoyl)-1-(2,2,2-trifluoroethyl)-3,4-dihydroquinoxalin-2(1H)-one). Procedure details: (3R)-3-Ethyl-6-fluoro-4-(4-methoxybenzoyl)-1-(2,2,2-trifluoroethyl)-3,4-dihydroquinoxalin-2(1H)-one was treated according to the procedure for the preparation of (3R)-3-ethyl-7-fluoro-4-(4-hydroxybenzoyl)-1-methyl-3,4-dihydroquinoxalin-2(1H)-one (see Example 1) to yield (3R)-3-ethyl-6-fluoro-4-(4-hydroxybenzoyl)-1-(2,2,2-trifluoroethyl)-3,4-dihydroquinoxalin-2(1H)-one (73%). [α]D25=−137° (c=0.010 G/ML, CHCl3); MS (ESI) m/z 397 ([M+H]+); MS (ESI) m/z 395 ([M−H]−); HRMS: calcd for C19H16F4N2O3, 39...